From a dataset of the Open Reaction Database (ORD), a public repository of structured organic reaction records. describe an organic reaction: reactants, conditions, products, and yield Reactants: product, C(C=C)C1=CC(=C(NC2=C(C(=O)NOCCO)C=CC(=C2F)F)C=C1)F (2-(4-allyl-2-fluoroanilino)-3,4-difluoro-N-(2-hydroxyethoxy)benzamide), C(=O)([O-])[O-].[K+].[K+] (K2CO3), K3Fe(CN)6, N12CCN(CC1)CC2 (1,4-diazabicyclo[2.2.2]octane), [O-]S(=O)S(=O)[O-].[Na+].[Na+] (Na2S2O4). Reagents/catalysts: O=[Os](=O)(=O)=O (OsO4), O (water). Solvent: C(C)(C)(C)O (tert-butanol), O (water). Reaction conditions: time 15 hour. The product is OC(CC1=CC(=C(NC2=C(C(=O)NOCCO)C=CC(=C2F)F)C=C1)F)CO (2-[4-(2,3-dihydroxypropyl)-2-fluoroanilino]-3,4-difluoro-N-(2-hydroxyethoxy)benzamide). The yield is 64.0%. As a reaction SMILES: [CH2:1]([C:4]1[CH:25]=[CH:24][C:7]([NH:8][C:9]2[C:21]([F:22])=[C:20]([F:23])[CH:19]=[CH:18][C:10]=2[C:11]([NH:13][O:14][CH2:15][CH2:16][OH:17])=[O:12])=[C:6]([F:26])[CH:5]=1)[CH:2]=C.[C:27]([O-:30])([O-])=O.[K+].[K+].N12CCN(CC1)CC2.[O-:41]S(S([O-])=O)=O.[Na+].[Na+]>C(O)(C)(C)C.O=[Os](=O)(=O)=O.O>[OH:41][CH:2]([CH2:27][OH:30])[CH2:1][C:4]1[CH:25]=[CH:24][C:7]([NH:8][C:9]2[C:21]([F:22])=[C:20]([F:23])[CH:19]=[CH:18][C:10]=2[C:11]([NH:13][O:14][CH2:15][CH2:16][OH:17])=[O:12])=[C:6]([F:26])[CH:5]=1 |f:1.2.3,5.6.7|. Procedure details: The product of Example 6, 2-(4-allyl-2-fluoroanilino)-3,4-difluoro-N-(2-hydroxyethoxy)benzamide (227 mg, 0.62 mmol) was dissolved in tert-butanol (15 mL) and water (15 mL) to which was added K2CO3 (257 mg, 1.86 mmol), K3Fe(CN)6 (613 mg, 1.86 mmol) and 1,4-diazabicyclo[2.2.2]octane (70 mg, 0.62 mmol). To this mixture was then added a 4% w/w solution of OsO4 in water (0.21 ml, 0.031 mmol). The reaction was then stirred 15 h. at room temperature, poured into 10% Na2S2O4 (100 mL), and this aqueous s... The reactants are CCOC(=O)C=CN(C)C, CO, Cl, NC1CC(c2ccccc2)(c2ccccc2)C=CC1=O. The product is CCOC(=O)C=CNC1CC(c2ccccc2)(c2ccccc2)C=CC1=O. As a reaction SMILES: [CH3:22][N:23]([CH:24]=[CH:25][C:26](=[O:27])[O:28][CH2:29][CH3:30])[CH3:31].[CH3:32][OH:33].[ClH:1].[O:2]=[C:3]1[CH:4]([NH2:21])[CH2:5][C:6]([c:9]2[cH:10][cH:11][cH:12][cH:13][cH:14]2)([c:15]2[cH:16][cH:17][cH:18][cH:19][cH:20]2)[CH:7]=[CH:8]1>>[O:2]=[C:3]1[CH:4]([NH:21][CH:24]=[CH:25][C:26](=[O:27])[O:28][CH2:29][CH3:30])[CH2:5][C:6]([c:9]2[cH:10][cH:11][cH:12][cH:13][cH:14]2)([c:15]2[cH:16][cH:17][cH:18][cH:19][cH:20]2)[CH:7]=[CH:8]1. The reactants are C[O-].[Na+] (sodium methoxide), Cl (HCl), COC(=O)C=1N=CC2=CC(=CC=C2C1O)OC1=CC=CC=C1 (4-hydroxy-7-phenoxy-isoquinoline-3-carboxylic acid methyl ester), NC(CC(=O)O)(C)C (3-amino-3-methyl-butyric acid). Solvent: CN(C)C=O (DMF), O (water). Product: OC1=C(N=CC2=CC(=CC=C12)OC1=CC=CC=C1)C(=O)NC(CC(=O)O)(C)C (3-[(4-Hydroxy-7-phenoxy-isoquinoline-3-carbonyl)-amino]-3-methyl-butyric acid). Yield: 32.4%. Reaction SMILES: CO[C:3]([C:5]1[N:6]=[CH:7][C:8]2[C:13]([C:14]=1[OH:15])=[CH:12][CH:11]=[C:10]([O:16][C:17]1[CH:22]=[CH:21][CH:20]=[CH:19][CH:18]=1)[CH:9]=2)=[O:4].[NH2:23][C:24]([CH3:30])([CH3:29])[CH2:25][C:26]([OH:28])=[O:27].C[O-].[Na+].Cl>CN(C=O)C.O>[OH:15][C:14]1[C:13]2[C:8](=[CH:9][C:10]([O:16][C:17]3[CH:18]=[CH:19][CH:20]=[CH:21][CH:22]=3)=[CH:11][CH:12]=2)[CH:7]=[N:6][C:5]=1[C:3]([NH:23][C:24]([CH3:30])([CH3:29])[CH2:25][C:26]([OH:28])=[O:27])=[O:4] |f:2.3|. Procedure details: To a mixture of 4-hydroxy-7-phenoxy-isoquinoline-3-carboxylic acid methyl ester (100 mg, 0.34 mmol) and 3-amino-3-methyl-butyric acid (Oakwood) (199 mg, 1.7 mmol) in DMF (3 mL) was added sodium methoxide solid (73 mg, 1.36 mmoL). The mixture was gently refluxed for 2 h. After cooled, it was diluted with water (100 mL) and acidified by 1 N HCl aqueous solution to pH=3-4. Precipitate was collected and dried in vacuo. The crude product was purified by silica gel chromatography, eluting with 20%-100... Reactants: C(C)(=O)NC1=CC=C2CCC(C2=C1)CN(CCC)CCC (6-acetylamino-1-(N,N-dipropylaminomethyl)indan), [H-].[H-].[H-].[H-].[Li+].[Al+3] (LiAlH4). Run in C1CCOC1 (THF), C1CCOC1 (THF). The product is 6-ethylamino, C1CCC2=CC=CC=C12 (indan). RXN SMILES: C(N[C:5]1[CH:13]=[C:12]2[C:8]([CH2:9][CH2:10][CH:11]2CN(CCC)CCC)=[CH:7][CH:6]=1)(=O)C.[H-].[H-].[H-].[H-].[Li+].[Al+3]>C1COCC1>[CH2:11]1[C:12]2[C:8](=[CH:7][CH:6]=[CH:5][CH:13]=2)[CH2:9][CH2:10]1 |f:1.2.3.4.5.6|. Reported procedure: A solution of the free base of compound 2a (5.0 g) in dry THF (25 ml) was added dropwise to a suspension of 1 g LiAlH4 in dry 50 ml THF at 20-25° C. The mixture was refluxed for 2 hours, excess LiAlH4 was destroyed by cautiously adding 2 ml diluted aqueous NaOH solution. Inorganic salts were filtered off and the crude 6-ethylamino-1-(N,N-dipropylaminomethyl(indan was isolated as a viscous oil upon evaportion of the solvents. Yield: 3.0 g. All off the thus obtained ethylaminoindan derivative was ... The solvent is O (water), Cl (hydrochloric acid), Cl (hydrochloric acid). The reactants are N(=O)[O-].[Na+] (sodium nitrite), O.O.[Sn](Cl)Cl (tin-(II)-chloride-dihydrate), BrC1=CC(=C(N)C=C1)C(F)(F)F (4-bromo-2-(trifluoromethyl)-aniline). Reported procedure: A suspension of 25.6 g (0.11 mol) 4-bromo-2-(trifluoromethyl)-aniline in 125 ml of conc. hydrochloric acid is cooled to −10° C. and a solution of 7.7 g (0.11 mol) sodium nitrite in 125 ml of water is added. The reaction mixture is stirred for 3 hours at −10 to −5° C., then a solution of 103 g (0.46 mol) tin-(II)-chloride-dihydrate in 125 ml of conc. hydrochloric acid is added dropwise. The mixture is stirred for 1 hour at −5° C. The precipitate formed is suction filtered and washed with water. T... Yields the product BrC1=CC(=C(C=C1)NN)C(F)(F)F ((4-BROMO-2-TRIFLUOROMETHYL-PHENYL)-HYDRAZINE). As a reaction SMILES: [Br:1][C:2]1[CH:8]=[CH:7][C:5]([NH2:6])=[C:4]([C:9]([F:12])([F:11])[F:10])[CH:3]=1.[N:13]([O-])=O.[Na+].O.O.[Sn](Cl)Cl>Cl.O>[Br:1][C:2]1[CH:8]=[CH:7][C:5]([NH:6][NH2:13])=[C:4]([C:9]([F:10])([F:11])[F:12])[CH:3]=1 |f:1.2,3.4.5|. Reaction conditions: temperature -10 celsius, time 3 hour.